describe an organic reaction: reactants, conditions, products, and yield From a dataset of the Open Reaction Database (ORD), a public repository of structured organic reaction records. Reported procedure: Three g of the compound of Example 24 was dissolved in 20 ml of dimethylformamide, and 3.4 g of carbonyldiimidazole was added to it. The mixture was stirred at ambient temperature for 20 minutes, and then 4 ml of 40% aqueous dimethylamine was added and the mixture was stirred at ambient temperature for 1 day. It was then poured into ice-water, and the solid was collected, dried and recrystallized from ethanol to obtain 1.5 g of the desired product, m.p. 126°-127°. The solvent is CN(C=O)C (dimethylformamide). RXN SMILES: [C:1]([CH:4]([O:6][C:7]1[N:11]=[CH:10][N:9]([C:12]2[CH:17]=[CH:16][CH:15]=[C:14]([C:18]([F:21])([F:20])[F:19])[CH:13]=2)[N:8]=1)[CH3:5])([OH:3])=O.[C:22](N1C=CN=C1)([N:24]1C=CN=[CH:25]1)=O.CNC>CN(C)C=O>[CH3:22][N:24]([CH3:25])[C:1]([CH:4]([O:6][C:7]1[N:11]=[CH:10][N:9]([C:12]2[CH:17]=[CH:16][CH:15]=[C:14]([C:18]([F:21])([F:20])[F:19])[CH:13]=2)[N:8]=1)[CH3:5])=[O:3]. Reaction conditions: time 20 minute. Product: CN(C(=O)C(C)OC1=NN(C=N1)C1=CC(=CC=C1)C(F)(F)F)C (3-(1-dimethylaminocarbonylethoxy)-1-(3-trifluoromethylphenyl)-1,2,4-1H-triazole). Starting materials: ice water, C(=O)(O)C(C)OC1=NN(C=N1)C1=CC(=CC=C1)C(F)(F)F (3-(1-carboxyethoxy)-1-(3-trifluoromethylphenyl)-1,2,4-1H-triazole), CNC (dimethylamine), C(=O)(N1C=NC=C1)N1C=NC=C1 (carbonyldiimidazole). Reactants: CCn1nc(C)cc1C(=O)O, C1CCOC1, [Cl-], Nc1ccc(C(=O)c2ccc3c(c2)CC(=O)N3)cc1, O=S(Cl)Cl. Yields the product CCn1nc(C)cc1C(=O)Nc1ccc(C(=O)c2ccc3c(c2)CC(=O)N3)cc1. RXN SMILES: [CH2:1]([CH3:2])[n:3]1[n:4][c:5]([CH3:11])[cH:6][c:7]1[C:8](=[O:9])[OH:10].[CH2:36]1[O:37][CH2:38][CH2:39][CH2:40]1.[Cl-:35].[NH2:16][c:17]1[cH:18][cH:19][c:20]([C:21](=[O:22])[c:23]2[cH:24][c:25]3[c:29]([cH:30][cH:31]2)[NH:28][C:27](=[O:32])[CH2:26]3)[cH:33][cH:34]1.[S:12]([Cl:13])([Cl:14])=[O:15]>>[CH2:1]([CH3:2])[n:3]1[n:4][c:5]([CH3:11])[cH:6][c:7]1[C:8](=[O:10])[NH:16][c:17]1[cH:18][cH:19][c:20]([C:21](=[O:22])[c:23]2[cH:24][c:25]3[c:29]([cH:30][cH:31]2)[NH:28][C:27](=[O:32])[CH2:26]3)[cH:33][cH:34]1. The reactants are NC1=CC=C2C(C(=C(OC2=C1OC)C1=CC=CC=C1)I)=O (7-amino-3-iodo-8-methoxy-2-phenyl-chromen-4-one), B(Br)(Br)Br (BBr3). The solvent is C(Cl)Cl (DCM). Run at temperature -78 celsius, time 1 hour. Product: NC1=CC=C2C(C(=C(OC2=C1O)C1=CC=CC=C1)I)=O (7-Amino-8-hydroxy-3-iodo-2-phenyl-chromen-4-one). Isolated yield 84.8%. RXN SMILES: [NH2:1][C:2]1[C:11]([O:12]C)=[C:10]2[C:5]([C:6](=[O:21])[C:7]([I:20])=[C:8]([C:14]3[CH:19]=[CH:18][CH:17]=[CH:16][CH:15]=3)[O:9]2)=[CH:4][CH:3]=1.B(Br)(Br)Br>C(Cl)Cl>[NH2:1][C:2]1[C:11]([OH:12])=[C:10]2[C:5]([C:6](=[O:21])[C:7]([I:20])=[C:8]([C:14]3[CH:19]=[CH:18][CH:17]=[CH:16][CH:15]=3)[O:9]2)=[CH:4][CH:3]=1. Procedure: To a solution of 7-amino-3-iodo-8-methoxy-2-phenyl-chromen-4-one (494 mg, 1.26 mmol) in DCM (25 mL) under a nitrogen atmosphere at −78° C. was added a solution of BBr3 (1 M in DCM, 8 mL, 8 mmol) dropwise over 15 mins. The mixture was stirred at −78° C. for 1 hour before allowing to warm to RT and stirred for a further 18 hours. The reaction mixture was quenched with the slow addition of saturated aqueous NaHCO3. DCM was added and the resulting biphasic mixture was separated. The aqueous layer wa... Reactants: COc1ccccc1 (substrate), Cc1ccc([Mg]Br)cc1 (effective_coupling_partner). The reagents and catalysts are C1-CDC. Reaction conditions: temperature 60 celsius, time 4 hour. Product: Cc2ccc(c1ccccc1)cc2. Reactants: N1CCCCC1 (piperidine), BrC=1C=C2C=NN(C2=C(C1)C(C)OCC1(CCN(CC1)C(=O)OC(C)(C)C)C1=CC=C(C=C1)F)COCC[Si](C)(C)C ((±)-tert-Butyl 4-((1-(5-bromo-1-((2-(trimethylsilyl)ethoxy)methyl)-1H-indazol-7-yl)ethoxy)methyl)-4-(4-fluorophenyl)piperidine-1-carboxylate), C(=O)(OC(C)(C)C)OC(=O)OC(C)(C)C (di-tert-butyl dicarbonate). Solvent: ClCCl (dichloromethane), FC(C(=O)O)(F)F (trifluoroacetic acid). Reaction conditions: time 4 hour. Product: BrC=1C=C2C=NNC2=C(C1)C(C)OCC1(CCN(CC1)C(=O)OC(C)(C)C)C1=CC=C(C=C1)F ((±)-tert-Butyl 4-((1-(5-bromo-1H-indazol-7-yl)ethoxy)methyl)-4-(4-fluorophenyl)piperidine-1-carboxylate). Reaction SMILES: [Br:1][C:2]1[CH:3]=[C:4]2[C:8](=[C:9]([CH:11]([O:13][CH2:14][C:15]3([C:28]4[CH:33]=[CH:32][C:31]([F:34])=[CH:30][CH:29]=4)[CH2:20][CH2:19][N:18]([C:21]([O:23][C:24]([CH3:27])([CH3:26])[CH3:25])=[O:22])[CH2:17][CH2:16]3)[CH3:12])[CH:10]=1)[N:7](COCC[Si](C)(C)C)[N:6]=[CH:5]2.N1CCCCC1.C(OC(OC(C)(C)C)=O)(OC(C)(C)C)=O>FC(F)(F)C(O)=O.ClCCl>[Br:1][C:2]1[CH:3]=[C:4]2[C:8](=[C:9]([CH:11]([O:13][CH2:14][C:15]3([C:28]4[CH:29]=[CH:30][C:31]([F:34])=[CH:32][CH:33]=4)[CH2:20][CH2:19][N:18]([C:21]([O:23][C:24]([CH3:26])([CH3:27])[CH3:25])=[O:22])[CH2:17][CH2:16]3)[CH3:12])[CH:10]=1)[NH:7][N:6]=[CH:5]2. Procedure: (±)-tert-Butyl 4-((1-(5-bromo-1-((2-(trimethylsilyl)ethoxy)methyl)-1H-indazol-7-yl)ethoxy)methyl)-4-(4-fluorophenyl)piperidine-1-carboxylate (543 mg, 0.819 mmol) was dissolved in trifluoroacetic acid (50% in dichloromethane, 10 mL) and stirred at room temperature for 4 h. The reaction was concentrated and loaded onto a strong cation exchange cartridge in methanol. After washing with several volumes of methanol, the product was eluted with 2M ammonia in methanol. Concentration gave the crude pipe... The reactants are Cc1ccc(OCc2ccccc2)cc1, [Na+], [Na+], O=[Cr](=O)([O-])O[Cr](=O)(=O)[O-], O, O=S(=O)(O)O. The product is O=C(O)c1ccc(OCc2ccccc2)cc1. Reaction SMILES: [CH3:1][c:2]1[cH:3][cH:4][c:5]([O:6][CH2:7][c:8]2[cH:9][cH:10][cH:11][cH:12][cH:13]2)[cH:14][cH:15]1.[Na+:22].[Na+:23].[O-:24][Cr:25]([O:26][Cr:27](=[O:28])(=[O:29])[O-:30])(=[O:31])=[O:32].[OH2:21].[S:16]([OH:17])(=[O:18])(=[O:19])[OH:20]>>[C:1]([c:2]1[cH:3][cH:4][c:5]([O:6][CH2:7][c:8]2[cH:9][cH:10][cH:11][cH:12][cH:13]2)[cH:14][cH:15]1)([OH:17])=[O:21]. As a reaction SMILES: [Al+3:30].[CH2:1]([c:2]1[cH:3][cH:4][cH:5][cH:6][cH:7]1)[n:8]1[n:9][c:10](-[c:22]2[c:23]([Cl:28])[cH:24][cH:25][cH:26][cH:27]2)[c:11](-[c:15]2[cH:16][cH:17][c:18]([Cl:21])[cH:19][cH:20]2)[cH:12][c:13]1=[O:14].[CH3:33][c:34]1[cH:35][cH:36][cH:37][cH:38][cH:39]1.[Cl-:29].[Cl-:31].[Cl-:32]>>[nH:8]1[n:9][c:10](-[c:22]2[c:23]([Cl:28])[cH:24][cH:25][cH:26][cH:27]2)[c:11](-[c:15]2[cH:16][cH:17][c:18]([Cl:21])[cH:19][cH:20]2)[cH:12][c:13]1=[O:14]. The reactants are [Al+3], O=c1cc(-c2ccc(Cl)cc2)c(-c2ccccc2Cl)nn1Cc1ccccc1, Cc1ccccc1, [Cl-], [Cl-], [Cl-]. Product: O=c1cc(-c2ccc(Cl)cc2)c(-c2ccccc2Cl)n[nH]1. Reactants: [Br-], CC(C)(C)[O-], Cc1ccccc1C[P+](c1ccccc1)(c1ccccc1)c1ccccc1, COc1ncccc1CN1CCC(C=O)CC1, CN(C)C=O, [K+]. Yields the product COc1ncccc1CN1CCC(C=Cc2ccccc2C)CC1. As a reaction SMILES: [Br-:1].[CH3:29][C:30]([CH3:31])([O-:32])[CH3:33].[CH3:2][c:3]1[c:4]([CH2:9][P+:10]([c:11]2[cH:12][cH:13][cH:14][cH:15][cH:16]2)([c:17]2[cH:18][cH:19][cH:20][cH:21][cH:22]2)[c:23]2[cH:24][cH:25][cH:26][cH:27][cH:28]2)[cH:5][cH:6][cH:7][cH:8]1.[CH3:35][O:36][c:37]1[n:38][cH:39][cH:40][cH:41][c:42]1[CH2:43][N:44]1[CH2:45][CH2:46][CH:47]([CH:50]=[O:51])[CH2:48][CH2:49]1.[CH3:52][N:53]([CH3:54])[CH:55]=[O:56].[K+:34]>>[CH3:2][c:3]1[c:4]([CH:9]=[CH:50][CH:47]2[CH2:46][CH2:45][N:44]([CH2:43][c:42]3[c:37]([O:36][CH3:35])[n:38][cH:39][cH:40][cH:41]3)[CH2:49][CH2:48]2)[cH:5][cH:6][cH:7][cH:8]1.